Dataset: the Open Reaction Database (ORD), a public repository of structured organic reaction records. Task: describe an organic reaction: reactants, conditions, products, and yield The reactants are BrC=1C=C(C=CC1F)O (3-bromo-4-fluorophenol), O1CCCC=C1 (3,4-dihydro-2H-pyran), C1(=CC=C(C=C1)S(=O)(=O)[O-])C.[NH+]1=CC=CC=C1 (pyridinium p-toluenesulfonate), O (water). The solvent is C1(=CC=CC=C1)C (toluene). Conditions: time 2 hour. The product is BrC=1C=C(OC2OCCCC2)C=CC1F (2-(3-bromo-4-fluorophenoxy)tetrahydro-2H-pyran). As a reaction SMILES: [Br:1][C:2]1[CH:3]=[C:4]([OH:9])[CH:5]=[CH:6][C:7]=1[F:8].[O:10]1[CH:15]=[CH:14][CH2:13][CH2:12][CH2:11]1.C1(C)C=CC(S([O-])(=O)=O)=CC=1.[NH+]1C=CC=CC=1.O>C1(C)C=CC=CC=1>[Br:1][C:2]1[CH:3]=[C:4]([CH:5]=[CH:6][C:7]=1[F:8])[O:9][CH:11]1[CH2:12][CH2:13][CH2:14][CH2:15][O:10]1 |f:2.3|. Procedure: Under a nitrogen atmosphere, to a solution of 3-bromo-4-fluorophenol (1.2 g) in toluene (62.8 mL) were added 3,4-dihydro-2H-pyran (1.15 mL) and pyridinium p-toluenesulfonate (0.237 g) at room temperature, and the mixture was stirred for 2 hr. The reaction mixture was poured into water at room temperature, and the mixture was extracted with ethyl acetate. The extract was washed with saturated brine, and dried over anhydrous sodium sulfate. The solvent was evaporated under reduced pressure, and th... Reactants: ClC1=CC=NC2=CC=CC=C12 (4-chloro-quinoline), S1C=CC2=C1C=CC=C2 (1-benzothiophene). The product is S1C2=C(C=C1C1=NC3=CC=CC=C3C(=C1)Cl)C=CC=C2 (2-Benzo[b]thiophen-2-yl-4-chloro-quinoline). As a reaction SMILES: [Cl:1][C:2]1[C:11]2[C:6](=[CH:7][CH:8]=[CH:9][CH:10]=2)[N:5]=[CH:4][CH:3]=1.[S:12]1[C:16]2[CH:17]=[CH:18][CH:19]=[CH:20][C:15]=2[CH:14]=[CH:13]1>>[S:12]1[C:13]([C:4]2[CH:3]=[C:2]([Cl:1])[C:11]3[C:6](=[CH:7][CH:8]=[CH:9][CH:10]=3)[N:5]=2)=[CH:14][C:15]2[CH:20]=[CH:19][CH:18]=[CH:17][C:16]1=2. Procedure details: The title compound, m. p. 142-145° C., MS: m/e=295 (M+), was prepared from 4-chloro-quinoline and 1-benzothiophene.